This data is from the Open Reaction Database (ORD), a public repository of structured organic reaction records. The task is: describe an organic reaction: reactants, conditions, products, and yield The reactants are IC1=NC(=NC(=N1)C)N(CC1=CC=C(C=C1)OC)CC1=CC=C(C=C1)OC (4-iodo-N,N-bis(4-methoxybenzyl)-6-methyl-1,3,5-triazin-2-amine), ClC1=NC2=CC=CC=C2C=C1B(O)O (2-chloroquinolin-3-ylboronic acid), C([O-])([O-])=O.[Na+].[Na+] (sodium carbonate), COCCOC (DME). Reagents/catalysts: C=1C=CC(=CC1)/C=C/C(=O)/C=C/C2=CC=CC=C2.C=1C=CC(=CC1)/C=C/C(=O)/C=C/C2=CC=CC=C2.C=1C=CC(=CC1)/C=C/C(=O)/C=C/C2=CC=CC=C2.[Pd].[Pd] (tris(dibenzylideneacetone)dipalladium). Run in O (water). Run at temperature 90 celsius, time 5 hour. Yields the product ClC1=NC2=CC=CC=C2C=C1C1=NC(=NC(=N1)C)N(CC1=CC=C(C=C1)OC)CC1=CC=C(C=C1)OC (4-(2-Chloroquinolin-3-yl)-N,N-Bis(4-Methoxybenzyl)-6-Methyl-1,3,5-Triazin-2-Amine). Reaction SMILES: I[C:2]1[N:7]=[C:6]([CH3:8])[N:5]=[C:4]([N:9]([CH2:19][C:20]2[CH:25]=[CH:24][C:23]([O:26][CH3:27])=[CH:22][CH:21]=2)[CH2:10][C:11]2[CH:16]=[CH:15][C:14]([O:17][CH3:18])=[CH:13][CH:12]=2)[N:3]=1.[Cl:28][C:29]1[C:38](B(O)O)=[CH:37][C:36]2[C:31](=[CH:32][CH:33]=[CH:34][CH:35]=2)[N:30]=1.C(=O)([O-])[O-].[Na+].[Na+].COCCOC>C1C=CC(/C=C/C(/C=C/C2C=CC=CC=2)=O)=CC=1.C1C=CC(/C=C/C(/C=C/C2C=CC=CC=2)=O)=CC=1.C1C=CC(/C=C/C(/C=C/C2C=CC=CC=2)=O)=CC=1.[Pd].[Pd].O>[Cl:28][C:29]1[C:38]([C:2]2[N:7]=[C:6]([CH3:8])[N:5]=[C:4]([N:9]([CH2:19][C:20]3[CH:25]=[CH:24][C:23]([O:26][CH3:27])=[CH:22][CH:21]=3)[CH2:10][C:11]3[CH:16]=[CH:15][C:14]([O:17][CH3:18])=[CH:13][CH:12]=3)[N:3]=2)=[CH:37][C:36]2[C:31](=[CH:32][CH:33]=[CH:34][CH:35]=2)[N:30]=1 |f:2.3.4,6.7.8.9.10|. Procedure: A 10 mL reaction vial was charged with 4-iodo-N,N-bis(4-methoxybenzyl)-6-methyl-1,3,5-triazin-2-amine (0.36 g, 0.75 mmol, Example 115), 2-chloroquinolin-3-ylboronic acid (0.31 g, 1.50 mmol, Aldrich, St. Louis, Mo.), sodium carbonate (0.16 g, 1.50 mmol), tetrakis(triphenylphosphine)palladium (0) (43 mg, 0.04 mmol, Strem, Newburyport, Mass.), DME (4 mL), and water (1 mL). The vial was sealed and purged with argon for several minutes. The reaction mixture was stirred at 90° C. for 5 h and then allo... Reactants: O=C1CCC(=O)N1Br, CCC=C(C(C)=O)C(=O)OCC, ClC(Cl)(Cl)Cl. Product: CCOC(=O)C(=CC(C)Br)C(C)=O. As a reaction SMILES: [Br:13][N:14]1[C:15](=[O:16])[CH2:17][CH2:18][C:19]1=[O:20].[C:1]([CH3:2])(=[O:3])[C:4]([C:5](=[O:6])[O:7][CH2:8][CH3:9])=[CH:10][CH2:11][CH3:12].[C:21]([Cl:22])([Cl:23])([Cl:24])[Cl:25]>>[C:1]([CH3:2])(=[O:3])[C:4]([C:5](=[O:6])[O:7][CH2:8][CH3:9])=[CH:10][CH:11]([CH3:12])[Br:13]. Yields the product O=C(O)c1ccc2c(c1)N(S(=O)(=O)c1ccc(F)cc1)CCS2. Reactants: C1CCOC1, COC(=O)c1ccc2c(c1)N(S(=O)(=O)c1ccc(F)cc1)CCS2, [Li+], [OH-], O. As a reaction SMILES: [CH2:27]1[O:28][CH2:29][CH2:30][CH2:31]1.[F:1][c:2]1[cH:3][cH:4][c:5]([S:8](=[O:9])(=[O:10])[N:11]2[c:12]3[c:13]([cH:17][cH:18][c:19]([C:21](=[O:22])[O:23][CH3:24])[cH:20]3)[S:14][CH2:15][CH2:16]2)[cH:6][cH:7]1.[Li+:26].[OH-:25].[OH2:32]>>[F:1][c:2]1[cH:3][cH:4][c:5]([S:8](=[O:9])(=[O:10])[N:11]2[c:12]3[c:13]([cH:17][cH:18][c:19]([C:21](=[O:22])[OH:23])[cH:20]3)[S:14][CH2:15][CH2:16]2)[cH:6][cH:7]1. Starting materials: [N+](=O)([O-])C1=CC=C2C(=C(C(N(C2=C1)C)=O)OC(C)=O)O (7-nitro-3-acetoxy-4-hydroxy-1-methyl-2(1H)-quinolinone), C(C=C)Br (allyl bromide), CI (methyl iodide). Yields the product [N+](=O)([O-])C1=CC=C2C(=C(C(N(C2=C1)C)=O)OCC=C)O (7-nitro-3-(2-propenyloxy)-4-hydroxy-1-methyl-2(1H)-quinolinone). RXN SMILES: [N+:1]([C:4]1[CH:13]=[C:12]2[C:7]([C:8]([OH:20])=[C:9]([O:16][C:17](=O)[CH3:18])[C:10](=[O:15])[N:11]2[CH3:14])=[CH:6][CH:5]=1)([O-:3])=[O:2].[CH2:21](Br)C=C.CI>>[N+:1]([C:4]1[CH:13]=[C:12]2[C:7]([C:8]([OH:20])=[C:9]([O:16][CH2:17][CH:18]=[CH2:21])[C:10](=[O:15])[N:11]2[CH3:14])=[CH:6][CH:5]=1)([O-:3])=[O:2]. Procedure details: In accordance with EXAMPLE 15, using 7-nitro-3-acetoxy-4-hydroxy-1-methyl-2(1H)-quinolinone, allyl bromide was used as an alkylating agent instead of methyl iodide, 7-nitro-3-(2-propenyloxy)-4-hydroxy-1-methyl-2(1H)-quinolinone was provided. In the following, the spectrum data was shown.